From a dataset of the Open Reaction Database (ORD), a public repository of structured organic reaction records. describe an organic reaction: reactants, conditions, products, and yield Reactants: C(C)(C)(C)OC(=O)N1CCC(CC1)/C=C/C(=O)N1C[C@@H](CCC1)C(=O)N[C@@H](CC(=O)O)C#C (N-[(R)-1-[3-(1-tert-butoxycarbonyl-4-piperidyl)-(E)-acryloyl]-3-piperidylcarbonyl]-3(S)-ethynyl-β-alanine), C(=O)([O-])[O-].[K+].[K+] (K2CO3), ICOC(C(C)(C)C)=O (pivalic acid iodomethyl ester), O (water). Run in CN(C=O)C (dimethylformamide), CN(C=O)C (dimethylformamide). Conditions: temperature 0 celsius. Yields the product C(C(C)(C)C)(=O)OCOC(C[C@H](NC(=O)[C@H]1CN(CCC1)C(\C=C\C1CCN(CC1)C(=O)OC(C)(C)C)=O)C#C)=O (N-[(R)-1-[3-(1-tert-butoxycarbonyl-4-piperidyl)-(E)-acryloyl]-3-piperidylcarbonyl]-3(S)-ethynyl-β-alanine pivaloyloxymethyl ester). Isolated yield 59.3%. As a reaction SMILES: [C:1]([O:5][C:6]([N:8]1[CH2:13][CH2:12][CH:11](/[CH:14]=[CH:15]/[C:16]([N:18]2[CH2:23][CH2:22][CH2:21][C@@H:20]([C:24]([NH:26][C@H:27]([C:32]#[CH:33])[CH2:28][C:29]([OH:31])=[O:30])=[O:25])[CH2:19]2)=[O:17])[CH2:10][CH2:9]1)=[O:7])([CH3:4])([CH3:3])[CH3:2].C([O-])([O-])=O.[K+].[K+].I[CH2:41][O:42][C:43](=[O:48])[C:44]([CH3:47])([CH3:46])[CH3:45].O>CN(C)C=O>[C:43]([O:42][CH2:41][O:30][C:29](=[O:31])[CH2:28][C@@H:27]([C:32]#[CH:33])[NH:26][C:24]([C@@H:20]1[CH2:21][CH2:22][CH2:23][N:18]([C:16](=[O:17])/[CH:15]=[CH:14]/[CH:11]2[CH2:10][CH2:9][N:8]([C:6]([O:5][C:1]([CH3:3])([CH3:2])[CH3:4])=[O:7])[CH2:13][CH2:12]2)[CH2:19]1)=[O:25])(=[O:48])[C:44]([CH3:47])([CH3:46])[CH3:45] |f:1.2.3|. Procedure details: To a solution of N-[(R)-1-[3-(1-tert-butoxycarbonyl-4-piperidyl)-(E)-acryloyl]-3-piperidylcarbonyl]-3(S)-ethynyl-β-alanine (0.5 g) in dimethylformamide (5 ml) was added K2CO3 (75 mg) under stirring at 0° C., stirred for 15 minutes, and pivalic acid iodomethyl ester (0.61 g) in dimethylformamide (3 ml) was added to the mixture. After stirring at room temperature for 1 hour, the mixture was poured into water and extracted with ethyl acetate. The extract was washed with water and brine, dried over ... Procedure: A solution of 18.2 ml (18.2 g, 0.10 mol) of chloromethyl(diethoxy)methylsilane in 200 ml of dry ether was stirred vigorously under N2 and chilled while 56 ml (0.10 mol) of 1.8 molar phenyllithium in 70:30 cyclohexane-ether was added at a rate that held the mixture below -50°. The resulting slurry was allowed to warm to room temperature, treated cautiously with 10 ml of ethyl acetate, washed with water and brine, dried over magnesium sulfate, and evaporated to leave 16.8 g of a golden yellow liqu... Reaction SMILES: [Cl:1][CH2:2][SiH2:3][CH:4](OCC)OCC.[C:11]1([Li])[CH:16]=[CH:15][CH:14]=[CH:13][CH:12]=1.[C:18](OCC)(=[O:20])[CH3:19]>CCOCC>[Cl:1][CH2:2][Si:3]([O:20][CH2:18][CH3:19])([CH3:4])[C:11]1[CH:16]=[CH:15][CH:14]=[CH:13][CH:12]=1. Yields the product ClC[Si](C1=CC=CC=C1)(C)OCC (Chloromethyl(ethoxy)methyl(phenyl)silane). Starting materials: C(C)(=O)OCC (ethyl acetate), C1(=CC=CC=C1)[Li] (phenyllithium), cyclohexane-ether, ClC[SiH2]C(OCC)OCC (chloromethyl(diethoxy)methylsilane). Run in CCOCC (ether). Reactants: C(C)(C)NC=1C(=NC=CC1)N1CCN(CC1)C(=O)C1=CC=C(C(=O)O)C=C1 (4-[1-[3-(isopropylamino)-2-pyridyl]piperazin-4-yl-carbonyl]benzoic acid), C(C)OC(CN)OCC (2,2-diethoxyethylamine). The product is C(C)OC(CNC(=O)C1=CC=C(C=C1)C(=O)N1CCN(CC1)C1=NC=CC=C1NC(C)C)OCC (1-[N-(2,2-Diethoxyethyl)carbamoyl]-4-[1-[3-(isopropylamino)-2-pyridyl]piperazin-4-yl-carbonyl]benzene). The yield is 76.0%. RXN SMILES: [CH:1]([NH:4][C:5]1[C:6]([N:11]2[CH2:16][CH2:15][N:14]([C:17]([C:19]3[CH:27]=[CH:26][C:22]([C:23](O)=[O:24])=[CH:21][CH:20]=3)=[O:18])[CH2:13][CH2:12]2)=[N:7][CH:8]=[CH:9][CH:10]=1)([CH3:3])[CH3:2].[CH2:28]([O:30][CH:31]([O:34][CH2:35][CH3:36])[CH2:32][NH2:33])[CH3:29]>>[CH2:28]([O:30][CH:31]([O:34][CH2:35][CH3:36])[CH2:32][NH:33][C:23]([C:22]1[CH:21]=[CH:20][C:19]([C:17]([N:14]2[CH2:13][CH2:12][N:11]([C:6]3[C:5]([NH:4][CH:1]([CH3:3])[CH3:2])=[CH:10][CH:9]=[CH:8][N:7]=3)[CH2:16][CH2:15]2)=[O:18])=[CH:27][CH:26]=1)=[O:24])[CH3:29]. Procedure details: By the same procedure as described in the example 46, synthesis was carried out starting with 4-[1-[3-(isopropylamino)-2-pyridyl]piperazin-4-yl-carbonyl]benzoic acid and using 2,2-diethoxyethylamine. Then, the product was recrystallized using ethanol and isopropyl ether to give the desired compound.